This data is from the Open Reaction Database (ORD), a public repository of structured organic reaction records. The task is: describe an organic reaction: reactants, conditions, products, and yield Conditions: temperature -78 celsius, time 30 minute. Starting materials: [Br-].C(CCCCC)C=1C(=CC=2C(CCC(C2C1)(C)C)(C)C)C1=C(C=CC=C1)[P+](C1=CC=CC=C1)(C1=CC=CC=C1)C ((3-hexyl-5,5,8,8-tetramethyl-5,6,7,8-tetrahydro-naphthalen-2-yl)-methyl triphenylphosphonium bromide), C(C)(=O)OCC.CCCCCC (ethyl acetate hexane), C(=O)C1=CC=C(S1)C(=O)OC (methyl 5-formylthiophene-2-carboxylate), C(CCC)[Li] (butyllithium). Product: mixture, C(CCCCC)C=1C(=CC=2C(CCC(C2C1)(C)C)(C)C)/C=C/C1=CC=C(S1)C(=O)OC (Methyl (E)-5-[2-(3-hexyl-5,5,8,8-tetramethyl-5,6,7,8-tetrahydronaphtalen-2-yl)-vinyl]-thiophene -2-carboxylate). RXN SMILES: [Br-].[CH2:2]([C:8]1[C:9]([C:22]2C=CC=CC=2[P+](C)(C2C=CC=CC=2)C2C=CC=CC=2)=[CH:10][C:11]2[C:12]([CH3:21])([CH3:20])[CH2:13][CH2:14][C:15]([CH3:19])([CH3:18])[C:16]=2[CH:17]=1)[CH2:3][CH2:4][CH2:5][CH2:6][CH3:7].C([Li])CCC.[CH:47]([C:49]1[S:53][C:52]([C:54]([O:56][CH3:57])=[O:55])=[CH:51][CH:50]=1)=O.C(OCC)(=O)C.CCCCCC>C1COCC1.CCCCCC.[Cl-].[NH4+]>[CH2:2]([C:8]1[C:9](/[CH:22]=[CH:47]/[C:49]2[S:53][C:52]([C:54]([O:56][CH3:57])=[O:55])=[CH:51][CH:50]=2)=[CH:10][C:11]2[C:12]([CH3:21])([CH3:20])[CH2:13][CH2:14][C:15]([CH3:19])([CH3:18])[C:16]=2[CH:17]=1)[CH2:3][CH2:4][CH2:5][CH2:6][CH3:7] |f:0.1,4.5,8.9|. Procedure: A suspension of 1.917 g of (3-hexyl-5,5,8,8-tetramethyl-5,6,7,8-tetrahydro-naphthalen-2-yl)-methyl triphenylphosphonium bromide (From Example 7.1) in 40 ml THF was cooled to −78° C. and treated with 1.91 ml of butyllithium 1.6 M in hexane. The mixture was allowed to warm to room temperature for 30 min. then was cooled back to −78° C. A solution of 495 mg of methyl 5-formylthiophene-2-carboxylate in 10 ml THF was added. The mixture was kept at −78° C. for 30 min. then was allowed to warm to room ... Solvent: C1CCOC1 (THF), C1CCOC1 (THF), [Cl-].[NH4+] (ammonium chloride), CCCCCC (hexane). Reactants: C(C1=CC=CC=C1)[C@H]1N(C(OC1)=O)C(=O)[C@H](CC(=O)O)CC=C ((S)-3-((R)-4-benzyl-2-oxooxazolidine-3-carbonyl)hex-5-enoic acid), C(CCl)Cl (EDC), C=1C=CC2=C(C1)N=NN2O (HOBT), CCN(C(C)C)C(C)C (Hunig's base), ClC1=CC=C(CN)C=C1 (4-chlorobenzylamine). Reagents/catalysts: CN(C)C=1C=CN=CC1 (DMAP). The solvent is ClCCl (dichloromethane). Yields the product C(C1=CC=CC=C1)[C@H]1N(C(OC1)=O)C(=O)[C@H](CC(=O)NCC1=CC=C(C=C1)Cl)CC=C ((S)-3-((R)-4-benzyl-2-oxooxazolidine-3-carbonyl)-N-(4-chlorobenzyl)hex-5-enamide). Yield: 77.3%. RXN SMILES: [CH2:1]([C@@H:8]1[CH2:12][O:11][C:10](=[O:13])[N:9]1[C:14]([C@@H:16]([CH2:21][CH:22]=[CH2:23])[CH2:17][C:18]([OH:20])=O)=[O:15])[C:2]1[CH:7]=[CH:6][CH:5]=[CH:4][CH:3]=1.C(Cl)CCl.C1C=CC2N(O)N=NC=2C=1.CCN(C(C)C)C(C)C.[Cl:47][C:48]1[CH:55]=[CH:54][C:51]([CH2:52][NH2:53])=[CH:50][CH:49]=1>ClCCl.CN(C1C=CN=CC=1)C>[CH2:1]([C@@H:8]1[CH2:12][O:11][C:10](=[O:13])[N:9]1[C:14]([C@@H:16]([CH2:21][CH:22]=[CH2:23])[CH2:17][C:18]([NH:53][CH2:52][C:51]1[CH:54]=[CH:55][C:48]([Cl:47])=[CH:49][CH:50]=1)=[O:20])=[O:15])[C:2]1[CH:3]=[CH:4][CH:5]=[CH:6][CH:7]=1. Procedure details: A solution of compound 3a (0.402 g, 1.3 mmol), EDC (0.364 g, 1.9 mmol), HOBT (0.256 g, 1.9 mmol), and Hunig's base (0.662 mL, 3.8 mmol) in dichloromethane (17 mL) was cooled to 0° C. and stirred for half an hour. To this solution 4-chlorobenzylamine (0.174 mL, 1.43 mmol) and a catalytic amount of DMAP were added. The reaction was stirred overnight and the reaction progress was monitored by TLC. The dichloromethane was removed in vacuo and the reaction mixture quenched with aqueous NH4Cl. The sol...